This data is from the Open Reaction Database (ORD), a public repository of structured organic reaction records. The task is: describe an organic reaction: reactants, conditions, products, and yield Reactants: COC(CC(=O)NO[C@@H]1O[C@H]([C@@H]([C@H]([C@H]1OC)OC)OC)C)=O (N-((2S,3R,4R,5S,6S)-3,4,5-trimethoxy-6-methyl-tetrahydropyran-2-yloxy)-malonamic acid methyl ester), [H-].[Na+] (NaH), BrCC1=CC=C(C=C1)C1=NN(C=N1)C1=CC=C(C=C1)OC(F)(F)F (3-(4-bromomethylphenyl)-1-(4-trifluoromethoxyphenyl)-1H-[1,2,4]triazole). The solvent is CCOC(=O)C (EtOAc), C1CCOC1 (THF). Conditions: temperature 50 celsius, time 20 minute. Yields the product COC(CC(=O)N(O[C@@H]1O[C@H]([C@@H]([C@H]([C@H]1OC)OC)OC)C)CC1=CC=C(C=C1)C1=NN(C=N1)C1=CC=C(C=C1)OC(F)(F)F)=O (N-{4-[1-(4-trifluoromethoxyphenyl)-1H-[1,2,4]triazol-3-yl]-benzyl}-N-((2S,3R,4R,5S,6S)-3,4,5-trimethoxy-6-methyl-tetrahydropyran-2-yloxy)-malonamic acid methyl ester). The yield is 33.7%. Reaction SMILES: [CH3:1][O:2][C:3](=[O:22])[CH2:4][C:5]([NH:7][O:8][C@H:9]1[C@H:14]([O:15][CH3:16])[C@H:13]([O:17][CH3:18])[C@@H:12]([O:19][CH3:20])[C@H:11]([CH3:21])[O:10]1)=[O:6].[H-].[Na+].Br[CH2:26][C:27]1[CH:32]=[CH:31][C:30]([C:33]2[N:37]=[CH:36][N:35]([C:38]3[CH:43]=[CH:42][C:41]([O:44][C:45]([F:48])([F:47])[F:46])=[CH:40][CH:39]=3)[N:34]=2)=[CH:29][CH:28]=1>C1COCC1.CCOC(C)=O>[CH3:1][O:2][C:3](=[O:22])[CH2:4][C:5]([N:7]([CH2:26][C:27]1[CH:32]=[CH:31][C:30]([C:33]2[N:37]=[CH:36][N:35]([C:38]3[CH:43]=[CH:42][C:41]([O:44][C:45]([F:47])([F:46])[F:48])=[CH:40][CH:39]=3)[N:34]=2)=[CH:29][CH:28]=1)[O:8][C@H:9]1[C@H:14]([O:15][CH3:16])[C@H:13]([O:17][CH3:18])[C@@H:12]([O:19][CH3:20])[C@H:11]([CH3:21])[O:10]1)=[O:6] |f:1.2|. Procedure: To a solution of N-((2S,3R,4R,5S,6S)-3,4,5-trimethoxy-6-methyl-tetrahydropyran-2-yloxy)-malonamic acid methyl ester (P-5; 108 mg, 0.34 mmol) in dry THF (3 mL) was added 60% NaH (14.4 mg, 0.36 mmol) giving gas evolution. To this mixture was added 3-(4-bromomethylphenyl)-1-(4-trifluoromethoxyphenyl)-1H-[1,2,4]triazole (P-7; 106 mg, 0.26 mmol), and the resulting mixture was heated to 50° C. for 21 h. The mixture was then allowed to cool to room temperature and diluted with EtOAc and washed with H2O... Reactants: CC(C)(C)OC(=O)N1C(CCS(=O)(=O)c2ccc(F)cc2)COC1(C)C, CCO, Cl. Product: NC(CO)CCS(=O)(=O)c1ccc(F)cc1. Reaction SMILES: [C:1]([O:2][C:3](=[O:7])[N:8]1[C:4]([CH3:5])([CH3:6])[O:10][CH2:11][CH:12]1[CH2:13][CH2:14][S:15](=[O:16])(=[O:17])[c:18]1[cH:19][cH:20][c:21]([F:24])[cH:22][cH:23]1)([CH3:9])([CH3:25])[CH3:26].[CH3:28][CH2:29][OH:30].[ClH:27]>>[NH2:8][CH:12]([CH2:11][OH:10])[CH2:13][CH2:14][S:15](=[O:16])(=[O:17])[c:18]1[cH:19][cH:20][c:21]([F:24])[cH:22][cH:23]1. Reactants: C1(=CC=CC=C1)C1(C=CC(CC1)=O)C1=CC=CC=C1 (4,4-diphenyl-2-cyclohexen-1-one). Reagents/catalysts: [Pd] (Pd/C). Run in CO (methanol). The product is C1(=CC=CC=C1)C1(CCC(CC1)=O)C1=CC=CC=C1 (4,4-diphenyl-cyclohexanone). Yield: 98.1%. RXN SMILES: [C:1]1([C:7]2([C:14]3[CH:19]=[CH:18][CH:17]=[CH:16][CH:15]=3)[CH2:12][CH2:11][C:10](=[O:13])[CH:9]=[CH:8]2)[CH:6]=[CH:5][CH:4]=[CH:3][CH:2]=1>CO.[Pd]>[C:1]1([C:7]2([C:14]3[CH:19]=[CH:18][CH:17]=[CH:16][CH:15]=3)[CH2:8][CH2:9][C:10](=[O:13])[CH2:11][CH2:12]2)[CH:2]=[CH:3][CH:4]=[CH:5][CH:6]=1. Reported procedure: To a Parr hydrogenation bottle was added 4,4-diphenyl-2-cyclohexen-1-one (0.91 g, 3.66), dissolved in methanol (20 mL), followed by the addition of 10% Pd/C (0.2 g). This mixture was hydrogenated at 50 psi overnight. After the catalyst was filtered and washed with methanol, the filtrate was concentrated in vacuo to give 0.90 g of 4,4-diphenyl-cyclohexanone. MS (EI) calcd: M+H=251.1; found: 251.1. The reactants are CS(=O)(=O)C1=NC=C(C(=N1)C=1C=NC=CC1)C (2-Methanesulfonyl-5-methyl-4-pyridin-3-yl-pyrimidine), O1CCOCC1 (dioxane). Product: CC=1C(=NC(NC1)=O)C=1C=NC=CC1 (5-Methyl-4-pyridin-3-yl-1H-pyrimidin-2-one). Conditions: time 1 hour. The yield is 97.0%. Reported procedure: 2-Methanesulfonyl-5-methyl-4-pyridin-3-yl-pyrimidine (1.3 g, 5.22 mmol) was dissolved in dioxane (80 ml) and then 2N NaOHaq (21 ml, 42 mmol) was added dropwise at room temperature. After stirring for 1 hour, the solution was neutralized with 37% HClaq. The residue was purified by flash chromatography with DCM-MeOH—NH4OH (9-1-0.1) to give 951 mg of the title compound as a light brown powder. (97% yield). Reaction SMILES: CS([C:5]1[N:10]=[C:9]([C:11]2[CH:12]=[N:13][CH:14]=[CH:15][CH:16]=2)[C:8]([CH3:17])=[CH:7][N:6]=1)(=O)=O.[O:18]1CCOCC1>>[CH3:17][C:8]1[C:9]([C:11]2[CH:12]=[N:13][CH:14]=[CH:15][CH:16]=2)=[N:10][C:5](=[O:18])[NH:6][CH:7]=1. Starting materials: ClC1=CC=C(N)C=C1 (4-chloroaniline), S(=O)([O-])[O-] (sulfite), aqueous solution, Cl (HCl), ClC1=CC=C(C=C1)N(NS(=O)(=O)[O-])S(=O)(=O)[O-] (4-chlorophenylhydrazinedisulfonate), [OH-].[Na+] (sodium hydroxide). Solvent: C(CCC)O (n-butanol). Conditions: temperature 50 celsius, time 60 minute. Product: ClC1=CC=C(C=C1)NN (4-chlorophenylhydrazine). As a reaction SMILES: Cl.[Cl:2][C:3]1[CH:8]=[CH:7][C:6]([N:9](S([O-])(=O)=O)[NH:10]S([O-])(=O)=O)=[CH:5][CH:4]=1.ClC1C=CC(N)=CC=1.S([O-])([O-])=O.[OH-].[Na+]>C(O)CCC>[Cl:2][C:3]1[CH:8]=[CH:7][C:6]([NH:9][NH2:10])=[CH:5][CH:4]=1 |f:4.5|. Reported procedure: In a 2 l four-necked flask fitted with dropping funnel, stirrer and condenser, 95 g of HCl 30% strength and 57 g of n-butanol (saturated with water, approximately 80% strength) are initially charged. The solution is heated to 50° C. and, over a period of 2 hours, admixed with a total of 720 g of an aqueous solution of 4-chlorophenylhydrazinedisulfonate- prepared by diazotization of 34.4 g (0.27 mol) of 4-chloroaniline (100 g of water, 78 g of HCl 30% strength, 55 g of NaNO2) and subsequent reduc... The reactants are BrBr, C[Si](C)(C)c1onc(-c2cccnc2)c1[Si](C)(C)C, ClC(Cl)(Cl)Cl. Product: C[Si](C)(C)c1onc(-c2cccnc2)c1Br. As a reaction SMILES: [Br:20][Br:21].[CH3:1][Si:2]([c:3]1[c:4](-[c:12]2[cH:13][n:14][cH:15][cH:16][cH:17]2)[n:5][o:6][c:7]1[Si:8]([CH3:9])([CH3:10])[CH3:11])([CH3:18])[CH3:19].[Cl:22][C:23]([Cl:24])([Cl:25])[Cl:26]>>[c:3]1([Br:20])[c:4](-[c:12]2[cH:13][n:14][cH:15][cH:16][cH:17]2)[n:5][o:6][c:7]1[Si:8]([CH3:9])([CH3:10])[CH3:11].